The task is: describe an organic reaction: reactants, conditions, products, and yield. This data is from the Open Reaction Database (ORD), a public repository of structured organic reaction records. The reactants are C12C3CCCC3C(C(C1)=O)C2 (Tricyclo [5.2.1.02,6] decan-8-one), C[Mg]Cl (CH3MgCl), O (water), O (water). Run in O1CCCC1 (tetrahydrofuran), O1CCCC1 (THF), O1CCCC1 (Tetrahydrofuran). Product: CC1(C2C3CCCC3C(C1)C2)O (8-methyl-tricyclo [5.2.1.02,6] decan-8-ol). Reaction SMILES: [CH:1]12[CH2:11][CH:7]([C:8](=[O:10])[CH2:9]1)[CH:6]1[CH:2]2[CH2:3][CH2:4][CH2:5]1.[CH3:12][Mg]Cl.O>O1CCCC1>[CH3:12][C:8]1([OH:10])[CH2:9][CH:1]2[CH2:11][CH:7]1[CH:6]1[CH:2]2[CH2:3][CH2:4][CH2:5]1. Reported procedure: Tricyclo [5.2.1.02,6] decan-8-one (15.0 g) in tetrahydrofuran (THF, 50 ml) is slowly added into CH3MgCl (9.7 g) in THF and the reaction mixture is stirred completely. Tetrahydrofuran (THF, 100 ml) with 5% of water is added into the reaction mixture. Then 100 ml of water is added to the reaction mixture. The reaction mixture is extracted by ether. The organic extract is concentrated in vacuo to yield 8-methyl-tricyclo [5.2.1.02,6] decan-8-ol (formula (X)) as white solid. The reactants are CCOC(C)=O, CCCCCC, c1ccc(COC(=NC2CCCCC2)NC2CCCCC2)cc1, Nc1c(C(=O)O)cccc1[N+](=O)[O-], CN(C)C=O. Yields the product Nc1c(C(=O)OCc2ccccc2)cccc1[N+](=O)[O-]. Reaction SMILES: [C:48]([O:49][CH2:50][CH3:51])(=[O:52])[CH3:53].[CH3:42][CH2:43][CH2:44][CH2:45][CH2:46][CH3:47].[CH:1]1([NH:2][C:3](=[N:4][CH:5]2[CH2:6][CH2:7][CH2:8][CH2:9][CH2:17]2)[O:18][CH2:10][c:11]2[cH:12][cH:13][cH:14][cH:15][cH:16]2)[CH2:19][CH2:20][CH2:21][CH2:22][CH2:23]1.[NH2:29][c:30]1[c:31]([C:32](=[O:33])[OH:34])[cH:35][cH:36][cH:37][c:38]1[N+:39](=[O:40])[O-:41].[O:24]=[CH:25][N:26]([CH3:27])[CH3:28]>>[CH2:10]([c:11]1[cH:12][cH:13][cH:14][cH:15][cH:16]1)[O:34][C:32]([c:31]1[c:30]([NH2:29])[c:38]([N+:39](=[O:40])[O-:41])[cH:37][cH:36][cH:35]1)=[O:33]. Starting materials: C#CCN, Clc1nc2cc3ccccc3cc2nc1Cl, C1COCCO1. The product is C#CCNc1nc2cc3ccccc3cc2nc1Cl. RXN SMILES: [CH2:17]([C:18]#[CH:19])[NH2:20].[Cl:1][c:2]1[c:3]([Cl:16])[n:4][c:5]2[cH:6][c:7]3[c:8]([cH:9][c:10]2[n:11]1)[cH:12][cH:13][cH:14][cH:15]3.[O:21]1[CH2:22][CH2:23][O:24][CH2:25][CH2:26]1>>[c:2]1([NH:20][CH2:17][C:18]#[CH:19])[c:3]([Cl:16])[n:4][c:5]2[cH:6][c:7]3[c:8]([cH:9][c:10]2[n:11]1)[cH:12][cH:13][cH:14][cH:15]3. The reactants are ClC=1C=C(C=C(C1)Cl)C1(CC(=NO1)C1=CC(=C(C(=O)O)C=C1)C)C(F)(F)F (4-(5-(3,5-dichlorophenyl)-5-(trifluoromethyl)-4,5-dihydroisoxazol-3-yl)-2-methylbenzoic acid), NCC=1C=CC2=C(B(OC2)O)C1 (6-(aminomethyl)benzo[c][1,2]oxaborol-1(3H)-ol), ClC=1C=C(C=C(C1)Cl)C1(CC(=NO1)C1=CC(=C(C(=O)NC=2C=CC3=C(B(OC3)O)C2)C=C1)C)C(F)(F)F (4-(5-(3,5-dichlorophenyl)-5-(trifluoromethyl)-4,5-dihydroisoxazol-3-yl)-N-(1-hydroxy-1,3-dihydrobenzo[c][1,2]oxaborol-6-yl)-2-methylbenzamide). Product: ClC=1C=C(C=C(C1)Cl)C1(CC(=NO1)C1=CC(=C(C(=O)NCC=2C=CC3=C(B(OC3)O)C2)C=C1)C)C(F)(F)F (4-(5-(3,5-Dichlorophenyl)-5-(trifluoromethyl)-4,5-dihydroisoxazol-3-yl)-N-((1-hydroxy-1,3-dihydrobenzo[c][1,2]oxaborol-6-yl)methyl)-2-methylbenzamide). Reaction SMILES: [Cl:1][C:2]1[CH:3]=[C:4]([C:9]2([C:24]([F:27])([F:26])[F:25])[O:13][N:12]=[C:11]([C:14]3[CH:22]=[CH:21][C:17]([C:18](O)=[O:19])=[C:16]([CH3:23])[CH:15]=3)[CH2:10]2)[CH:5]=[C:6]([Cl:8])[CH:7]=1.[NH2:28][CH2:29][C:30]1[CH:31]=[CH:32][C:33]2[CH2:37][O:36][B:35]([OH:38])[C:34]=2[CH:39]=1.ClC1C=C(C2(C(F)(F)F)ON=C(C3C=CC(C(NC4C=CC5COB(O)C=5C=4)=O)=C(C)C=3)C2)C=C(Cl)C=1>>[Cl:1][C:2]1[CH:3]=[C:4]([C:9]2([C:24]([F:27])([F:25])[F:26])[O:13][N:12]=[C:11]([C:14]3[CH:22]=[CH:21][C:17]([C:18]([NH:28][CH2:29][C:30]4[CH:31]=[CH:32][C:33]5[CH2:37][O:36][B:35]([OH:38])[C:34]=5[CH:39]=4)=[O:19])=[C:16]([CH3:23])[CH:15]=3)[CH2:10]2)[CH:5]=[C:6]([Cl:8])[CH:7]=1. Procedure: The title compound was prepared from 4-(5-(3,5-dichlorophenyl)-5-(trifluoromethyl)-4,5-dihydroisoxazol-3-yl)-2-methylbenzoic acid and 6-(aminomethyl)benzo[c][1,2]oxaborol-1(3H)-ol by the same method as described for 4-(5-(3,5-dichlorophenyl)-5-(trifluoromethyl)-4,5-dihydroisoxazol-3-yl)-N-(1-hydroxy-1,3-dihydrobenzo[c][1,2]oxaborol-6-yl)-2-methylbenzamide. It was obtained as a white solid. 1H NMR (400 MHz, DMSO-d6): δ 9.21 (s, 1 H), 8.94 (m, 1 H), 7.37-7.82 (m, 9 H), 4.95 (s, 2 H), 4.49 (m, 2 H)... Reactants: C=CCc1c[nH]c2cccc(C(=O)OC)c12, [H-], [Na+], CN(C)C=O, O=S(=O)(Cl)c1ccccc1. Yields the product C=CCc1cn(S(=O)(=O)c2ccccc2)c2cccc(C(=O)OC)c12. RXN SMILES: [CH2:3]([CH:4]=[CH2:5])[c:6]1[cH:7][nH:8][c:9]2[cH:10][cH:11][cH:12][c:13]([C:15](=[O:16])[O:17][CH3:18])[c:14]12.[H-:1].[Na+:2].[O:29]=[CH:30][N:31]([CH3:32])[CH3:33].[c:19]1([S:25](=[O:26])(=[O:27])[Cl:28])[cH:20][cH:21][cH:22][cH:23][cH:24]1>>[CH2:3]([CH:4]=[CH2:5])[c:6]1[cH:7][n:8]([S:25]([c:19]2[cH:20][cH:21][cH:22][cH:23][cH:24]2)(=[O:26])=[O:27])[c:9]2[cH:10][cH:11][cH:12][c:13]([C:15](=[O:16])[O:17][CH3:18])[c:14]12. Reactants: [Br-], O=C([O-])O, ClCCl, [O-]Cl, [K+], [Na+], [Na+], [Na+], [Na+], O, O, O, O, O, O, O=S([O-])([O-])=S, CCCC(CCO)(CCc1ccccc1)OCOc1ccc(-c2ccccc2)cc1. The product is CCCC(CC=O)(CCc1ccccc1)OCOc1ccc(-c2ccccc2)cc1. RXN SMILES: [Br-:32].[C:33](=[O:34])([OH:35])[O-:36].[CH2:53]([Cl:54])[Cl:55].[Cl:38][O-:39].[K+:31].[Na+:37].[Na+:40].[Na+:51].[Na+:52].[OH2:41].[OH2:42].[OH2:43].[OH2:44].[OH2:45].[OH2:56].[S:46]([O-:47])([O-:48])(=[O:49])=[S:50].[c:1]1([CH2:7][CH2:8][C:9]([CH2:10][CH2:11][OH:12])([CH2:13][CH2:14][CH3:15])[O:16][CH2:17][O:18][c:19]2[cH:20][cH:21][c:22](-[c:25]3[cH:26][cH:27][cH:28][cH:29][cH:30]3)[cH:23][cH:24]2)[cH:2][cH:3][cH:4][cH:5][cH:6]1>>[c:1]1([CH2:7][CH2:8][C:9]([CH2:10][CH:11]=[O:12])([CH2:13][CH2:14][CH3:15])[O:16][CH2:17][O:18][c:19]2[cH:20][cH:21][c:22](-[c:25]3[cH:26][cH:27][cH:28][cH:29][cH:30]3)[cH:23][cH:24]2)[cH:2][cH:3][cH:4][cH:5][cH:6]1.